Dataset: the Open Reaction Database (ORD), a public repository of structured organic reaction records. Task: describe an organic reaction: reactants, conditions, products, and yield Starting materials: CC1=NN(C(=C1)N)C1=NC(=CC=C1)OCC (3-methyl-1-(6-ethoxy-2-pyridinyl)-1H-pyrazol-5-amine), C(C1=CC=CC=C1)(=O)C(C(=O)OCC)=COCC (ethyl 2-benzoyl-3-ethoxy-2-propenoate), N/C(/C#N)=C\C (aminocrotononitrile), C(C)OC1=CC=CC(=N1)NN (6-ethoxy-2-hydrazinopyridine). Product: C(C1=CC=CC=C1)(=O)C(C(=O)OCC)=CNC1=CC(=NN1C1=NC(=CC=C1)OCC)C (ethyl 2-benzoyl-3-[[3-methyl-1-(6-ethoxy-2-pyridinyl)-1H-pyrazol-5-yl]amino)-2-propenoate). Reaction SMILES: [CH3:1][C:2]1[CH:6]=[C:5]([NH2:7])[N:4]([C:8]2[CH:13]=[CH:12][CH:11]=[C:10]([O:14][CH2:15][CH3:16])[N:9]=2)[N:3]=1.N/C(=C\C)/C#N.C(OC1N=C(NN)C=CC=1)C.[C:34]([C:42](=[CH:48]OCC)[C:43]([O:45][CH2:46][CH3:47])=[O:44])(=[O:41])[C:35]1[CH:40]=[CH:39][CH:38]=[CH:37][CH:36]=1>>[C:34]([C:42](=[CH:48][NH:7][C:5]1[N:4]([C:8]2[CH:13]=[CH:12][CH:11]=[C:10]([O:14][CH2:15][CH3:16])[N:9]=2)[N:3]=[C:2]([CH3:1])[CH:6]=1)[C:43]([O:45][CH2:46][CH3:47])=[O:44])(=[O:41])[C:35]1[CH:40]=[CH:39][CH:38]=[CH:37][CH:36]=1. Procedure: Following the procedure described in Reference Example 1-1, 3-methyl-1-(6-ethoxy-2-pyridinyl)-1H-pyrazol-5-amine was prepared from aminocrotononitrile and 6-ethoxy-2-hydrazinopyridine. Following the procedure described in Reference Example 1-2, the compound was subjected to a reaction with ethyl 2-benzoyl-3-ethoxy-2-propenoate to give ethyl 2-benzoyl-3-[[3-methyl-1-(6-ethoxy-2-pyridinyl)-1H-pyrazol-5-yl]amino)-2-propenoate. The compound was treated following the method described in Example 1-4 t... Reactants: C(=O)(N1C=NC=C1)N1C=NC=C1 (1,1′-carbonylbis-1H-imidazole), C(C1=CC=CC=C1)OC(=O)N1CCC(CC1)N1C=CC2=CC=C(C=C12)C(=O)O (1-(1-benzyloxycarbonylpiperidin-4-yl)-1H-indole-6-carboxylic acid), CN (methylamine). The solvent is O1CCCC1 (tetrahydrofuran). Run at time 1.5 hour. Yields the product CNC(=O)C1=CC=C2C=CN(C2=C1)C1CCN(CC1)C(=O)OCC1=CC=CC=C1 (N-methyl-1-(1-benzyloxycarbonylpiperidin-4-yl)-1H-indole-6-carboxamide). Isolated yield 85.6%. As a reaction SMILES: [CH2:1]([O:8][C:9]([N:11]1[CH2:16][CH2:15][CH:14]([N:17]2[C:25]3[C:20](=[CH:21][CH:22]=[C:23]([C:26]([OH:28])=O)[CH:24]=3)[CH:19]=[CH:18]2)[CH2:13][CH2:12]1)=[O:10])[C:2]1[CH:7]=[CH:6][CH:5]=[CH:4][CH:3]=1.[C:29](N1C=CN=C1)([N:31]1C=CN=C1)=O.CN>O1CCCC1>[CH3:29][NH:31][C:26]([C:23]1[CH:24]=[C:25]2[C:20]([CH:19]=[CH:18][N:17]2[CH:14]2[CH2:13][CH2:12][N:11]([C:9]([O:8][CH2:1][C:2]3[CH:3]=[CH:4][CH:5]=[CH:6][CH:7]=3)=[O:10])[CH2:16][CH2:15]2)=[CH:21][CH:22]=1)=[O:28]. Procedure details: 2.00 g of 1-(1-benzyloxycarbonylpiperidin-4-yl)-1H-indole-6-carboxylic acid was dissolved in 20 ml of tetrahydrofuran, and 1.03 g of 1,1′-carbonylbis-1H-imidazole was then added thereto. The obtained mixture was stirred at room temperature for 1.5 hours, and 4.11 ml of a 40% methylamine aqueous solution was added thereto. After completion of the reaction, the reaction solution was extracted with ethyl acetate. The organic layer was washed with a saturated sodium bicarbonate aqueous solution, a s... Starting materials: ClC1=CC=C(C=C1)C(C#CC(C)(C)O)=O (1-(4-chlorophenyl)-4-hydroxy-4-methylpent-2-yn-1-one), C(C)NCC (diethyl amine), C(C)O (ethanol), CCO (EtOH). Conditions: time 30 minute. The product is ClC1=CC=C(C=C1)C1=CC(C(O1)(C)C)=O (5-(4-chlorophenyl)-2,2-dimethylfuran-3(2H)-one). RXN SMILES: [Cl:1][C:2]1[CH:7]=[CH:6][C:5]([C:8](=[O:15])[C:9]#[C:10][C:11](O)([CH3:13])[CH3:12])=[CH:4][CH:3]=1.C(NCC)C.C([OH:23])C>>[Cl:1][C:2]1[CH:3]=[CH:4][C:5]([C:8]2[O:15][C:11]([CH3:12])([CH3:13])[C:10](=[O:23])[CH:9]=2)=[CH:6][CH:7]=1. Reported procedure: To a stirred solution of 1-(4-chlorophenyl)-4-hydroxy-4-methylpent-2-yn-1-one (2.4 g, 10.70 mmol) in ethanol (20 mL), a solution of diethyl amine (1.34 mL, 12.90 mmol) in EtOH (5 mL) was added dropwise at RT. The reaction mixture was then stirred for additional 30 min. The ethanol was then removed and the mixture was diluted with EtOAc (50 mL). The combined organic layers were then washed with water (10 mL), and brine (10 mL), dried over Na2SO4, filtered, and concentrated in vacuo to afford 5-(4... Reactants: COC1=CC=C2CCCC(C2=C1)C(=O)O (7-methoxy-1,2,3,4-tetrahydronaphthalene-1-carboxylic acid), C(C)(C)C1=CC=C(C=C1)NCC1=CC=C(C=C1)SC ((4-isopropylphenyl)[(4-methylthiophenyl)methyl]amine). Yields the product C(C)(C)C1=CC=C(C=C1)N(C(=O)C1CCCC2=CC=C(C=C12)OC)CC1=CC=C(C=C1)SC (N-(4-isopropylphenyl)-7-methoxy-N-[(4-methylthiophenyl)methyl]-1,2,3,4-tetrahydronaphthalene-1-carboxamide). Isolated yield 41.9%. As a reaction SMILES: [CH3:1][O:2][C:3]1[CH:12]=[C:11]2[C:6]([CH2:7][CH2:8][CH2:9][CH:10]2[C:13]([OH:15])=O)=[CH:5][CH:4]=1.[CH:16]([C:19]1[CH:24]=[CH:23][C:22]([NH:25][CH2:26][C:27]2[CH:32]=[CH:31][C:30]([S:33][CH3:34])=[CH:29][CH:28]=2)=[CH:21][CH:20]=1)([CH3:18])[CH3:17]>>[CH:16]([C:19]1[CH:24]=[CH:23][C:22]([N:25]([CH2:26][C:27]2[CH:28]=[CH:29][C:30]([S:33][CH3:34])=[CH:31][CH:32]=2)[C:13]([CH:10]2[C:11]3[C:6](=[CH:5][CH:4]=[C:3]([O:2][CH3:1])[CH:12]=3)[CH2:7][CH2:8][CH2:9]2)=[O:15])=[CH:21][CH:20]=1)([CH3:18])[CH3:17]. Procedure details: By the reaction and treatment in the same manner as in Example 12 using 7-methoxy-1,2,3,4-tetrahydronaphthalene-1-carboxylic acid (1.5 g) and (4-isopropylphenyl)[(4-methylthiophenyl)methyl]amine (2.0 g) as starting materials, N-(4-isopropylphenyl)-7-methoxy-N-[(4-methylthiophenyl)methyl]-1,2,3,4-tetrahydronaphthalene-1-carboxamide (1.4 g) was obtained. Solvent: CC(C)O (2-propanol). Starting materials: [N+](=O)([O-])C1=CC=C(C=O)C=C1 (4-nitrobenzaldehyde), C(CCC)(=O)CC(=O)OCCC#N (2-cyanoethyl butyrylacetate). Product: C(#N)CCOC(C(C(CCC)=O)=CC1=CC=C(C=C1)[N+](=O)[O-])=O (2-[(4-nitrophenyl)methylene]-3-oxohexanoic acid 2-cyanoethyl ester). Procedure details: A suspension of 4-nitrobenzaldehyde (16.61 g, 110 mmol), 2-cyanoethyl butyrylacetate (19.34 g, 100 mmol), piperidine (430 mg, 5.00 mmol) and acetic acid (300 mg, 5.00 mmol) in 350 ml of 2-propanol was stirred at room temperature for 48 hrs. The reaction mixture was filtered and resulting solid was air dried to give 2-[(4-nitrophenyl)methylene]-3-oxohexanoic acid 2-cyanoethyl ester as a white powder (31.0 g, 95%). Reaction SMILES: [N+:1]([C:4]1[CH:11]=[CH:10][C:7]([CH:8]=O)=[CH:6][CH:5]=1)([O-:3])=[O:2].[C:12]([CH2:17][C:18]([O:20][CH2:21][CH2:22][C:23]#[N:24])=[O:19])(=[O:16])[CH2:13][CH2:14][CH3:15]>CC(O)C.N1CCCCC1.C(O)(=O)C>[C:23]([CH2:22][CH2:21][O:20][C:18](=[O:19])[C:17](=[CH:8][C:7]1[CH:10]=[CH:11][C:4]([N+:1]([O-:3])=[O:2])=[CH:5][CH:6]=1)[C:12](=[O:16])[CH2:13][CH2:14][CH3:15])#[N:24]. Run at time 48 hour. Isolated yield 98.0%. Reagents/catalysts: N1CCCCC1 (piperidine), C(C)(=O)O (acetic acid). Reactants: C(C)(C)C1=CC=C(C(=O)O)C=C1 (4-isopropylbenzoic acid), NCC=1C=C(C=CC1OC)CC(C(=O)OCC)OC(C)C (ethyl 3-[3-(aminomethyl)-4-methoxyphenyl]-2-isopropoxypropanoate). The product is C(C)(C)OC(C(=O)O)CC1=CC(=C(C=C1)OC)CNC(C1=CC=C(C=C1)C(C)C)=O (2-isopropoxy-3-(3-[(4-isopropylbenzoyl)amino]methyl-4-methoxyphenyl)propanoic acid). As a reaction SMILES: [CH:1]([C:4]1[CH:12]=[CH:11][C:7]([C:8]([OH:10])=O)=[CH:6][CH:5]=1)([CH3:3])[CH3:2].[NH2:13][CH2:14][C:15]1[CH:16]=[C:17]([CH2:23][CH:24]([O:30][CH:31]([CH3:33])[CH3:32])[C:25]([O:27]CC)=[O:26])[CH:18]=[CH:19][C:20]=1[O:21][CH3:22]>>[CH:31]([O:30][CH:24]([CH2:23][C:17]1[CH:18]=[CH:19][C:20]([O:21][CH3:22])=[C:15]([CH2:14][NH:13][C:8](=[O:10])[C:7]2[CH:6]=[CH:5][C:4]([CH:1]([CH3:2])[CH3:3])=[CH:12][CH:11]=2)[CH:16]=1)[C:25]([OH:27])=[O:26])([CH3:33])[CH3:32]. Reported procedure: Using 4-isopropylbenzoic acid and ethyl 3-[3-(aminomethyl)-4-methoxyphenyl]-2-isopropoxypropanoate, 2-isopropoxy-3-(3-[(4-isopropylbenzoyl)amino]methyl-4-methoxyphenyl)propanoic acid was obtained in the same method as in Example 19d) and then in Example 19e). The reactants are OC(C(=O)O)C(CC1=CC=CC=C1)NC(C1=C(N=CC=C1)N1N=C(C=C1)C1=CC=CC=C1)=O (2-hydroxy-4-phenyl-3-(2-(3-phenyl-1H-pyrazol-1-yl)nicotinamido)butanoic acid), Cl.C(C=C)ON (O-allylhydroxylamine hydrochloride). Yields the product C(C=C)ONC(C(C(CC1=CC=CC=C1)NC(C1=C(N=CC=C1)N1N=C(C=C1)C1=CC=CC=C1)=O)O)=O (N-(4-(Allyloxyamino)-3-hydroxy-4-oxo-1-phenylbutan-2-yl)-2-(3-phenyl-1H-pyrazol-1-yl)nicotinamide). As a reaction SMILES: [OH:1][CH:2]([CH:6]([NH:14][C:15](=[O:33])[C:16]1[CH:21]=[CH:20][CH:19]=[N:18][C:17]=1[N:22]1[CH:26]=[CH:25][C:24]([C:27]2[CH:32]=[CH:31][CH:30]=[CH:29][CH:28]=2)=[N:23]1)[CH2:7][C:8]1[CH:13]=[CH:12][CH:11]=[CH:10][CH:9]=1)[C:3]([OH:5])=O.Cl.[CH2:35]([O:38][NH2:39])[CH:36]=[CH2:37]>>[CH2:35]([O:38][NH:39][C:3](=[O:5])[CH:2]([OH:1])[CH:6]([NH:14][C:15](=[O:33])[C:16]1[CH:21]=[CH:20][CH:19]=[N:18][C:17]=1[N:22]1[CH:26]=[CH:25][C:24]([C:27]2[CH:28]=[CH:29][CH:30]=[CH:31][CH:32]=2)=[N:23]1)[CH2:7][C:8]1[CH:9]=[CH:10][CH:11]=[CH:12][CH:13]=1)[CH:36]=[CH2:37] |f:1.2|. Reported procedure: The reaction was carried out in analogy to reaction step 1.3 by reacting 2-hydroxy-4-phenyl-3-(2-(3-phenyl-1H-pyrazol-1-yl)nicotinamido)butanoic acid with O-allylhydroxylamine hydrochloride. ESI-MS [M+H]+: 498.2